From a dataset of the Open Reaction Database (ORD), a public repository of structured organic reaction records. describe an organic reaction: reactants, conditions, products, and yield The reactants are O1CCC2=C1C=CC=C2N2C[C@@H](CC2)N ((R)-N-(2,3-Dihydrobenzofuran-4-yl)-3-(amino)pyrrolidine), CN=C=O (methyl isocyanate). Solvent: C(Cl)Cl (CH2Cl2). Run at time 1 hour. The product is O1CCC2=C1C=CC=C2N2C[C@@H](CC2)NC(=O)NC ((R)-N-[N-(2,3-Dihydrobenzofuran-4-yl)-Pyrrolidin-3-yl]-N′-Methyl Urea). The yield is 497.5%. RXN SMILES: [O:1]1[C:5]2[CH:6]=[CH:7][CH:8]=[C:9]([N:10]3[CH2:14][CH2:13][C@@H:12]([NH2:15])[CH2:11]3)[C:4]=2[CH2:3][CH2:2]1.[CH3:16][N:17]=[C:18]=[O:19]>C(Cl)Cl>[O:1]1[C:5]2[CH:6]=[CH:7][CH:8]=[C:9]([N:10]3[CH2:14][CH2:13][C@@H:12]([NH:15][C:18]([NH:17][CH3:16])=[O:19])[CH2:11]3)[C:4]=2[CH2:3][CH2:2]1. Procedure details: (R)-N-(2,3-Dihydrobenzofuran-4-yl)-3-(amino)pyrrolidine (0.1 mmol) was dissolved in CH2Cl2 and methyl isocyanate (0.12 mmol) was added. The reaction was stirred at room temperature for 1 hour. The solvents were removed in vacuo, and the compound purified by flash chromatography eluting with 10% methanol in ethyl acetate to give 130 mg (98%) of the desired product as a solid. Starting materials: C(C)N1C(=NC2=C1C=CC(=C2)N(CC(=O)OCC)S(=O)(=O)C=2C=CC=C1C=CC=NC21)COC2=CC=C(C=C2)C(N)=N (1-ethyl-2-[(4-amidinophenyl)-oxymethyl]-5-[N-(ethoxycarbonylmethyl)-quinoline-8-sulphonylamino]-benzimidazole), [OH-].[Na+] (sodium hydroxide). The product is C(C)N1C(=NC2=C1C=CC(=C2)N(CC(=O)O)S(=O)(=O)C=2C=CC=C1C=CC=NC21)COC2=CC=C(C=C2)C(N)=N (1-ethyl-2-[(4-amidinophenyl)-oxymethyl]-5-[N-(hydroxycarbonylmethyl)-quinoline-8-sulphonylamino]-benzimidazole). Reaction SMILES: [CH2:1]([N:3]1[C:7]2[CH:8]=[CH:9][C:10]([N:12]([S:19]([C:22]3[CH:23]=[CH:24][CH:25]=[C:26]4[C:31]=3[N:30]=[CH:29][CH:28]=[CH:27]4)(=[O:21])=[O:20])[CH2:13][C:14]([O:16]CC)=[O:15])=[CH:11][C:6]=2[N:5]=[C:4]1[CH2:32][O:33][C:34]1[CH:39]=[CH:38][C:37]([C:40](=[NH:42])[NH2:41])=[CH:36][CH:35]=1)[CH3:2].[OH-].[Na+]>>[CH2:1]([N:3]1[C:7]2[CH:8]=[CH:9][C:10]([N:12]([S:19]([C:22]3[CH:23]=[CH:24][CH:25]=[C:26]4[C:31]=3[N:30]=[CH:29][CH:28]=[CH:27]4)(=[O:21])=[O:20])[CH2:13][C:14]([OH:16])=[O:15])=[CH:11][C:6]=2[N:5]=[C:4]1[CH2:32][O:33][C:34]1[CH:35]=[CH:36][C:37]([C:40](=[NH:41])[NH2:42])=[CH:38][CH:39]=1)[CH3:2] |f:1.2|. Reported procedure: Prepared analogously to Example 3 from 1-ethyl-2-[(4-amidinophenyl)-oxymethyl]-5-[N-(ethoxycarbonylmethyl)-quinoline-8-sulphonylamino]-benzimidazole and sodium hydroxide solution. Reactants: aqueous solution, [C-]#N.[K+] (KCN), C(#N)[Cu] (CuCN), C(=O)(O)[O-].[Na+] (NaHCO3), aqueous solution, N(=O)[O-].[Na+] (sodium nitrite), FC1=C(N)C=CC(=C1)C (2-Fluoro-4-methylaniline). Solvent: Cl (HCl). Run at temperature 5 celsius, time 30 minute. Product: FC1=C(C#N)C=CC(=C1)C (2-fluoro-4-methylbenzonitrile). The yield is 98.7%. RXN SMILES: [F:1][C:2]1[CH:8]=[C:7]([CH3:9])[CH:6]=[CH:5][C:3]=1N.N([O-])=O.[Na+].C([O-])(O)=O.[Na+].[C-]#N.[K+].[C:22]([Cu])#[N:23]>Cl>[F:1][C:2]1[CH:8]=[C:7]([CH3:9])[CH:6]=[CH:5][C:3]=1[C:22]#[N:23] |f:1.2,3.4,5.6|. Reported procedure: 2-Fluoro-4-methylaniline (15 g, 120 mmol, 1 eq) was dissolved in 600 ml 1M HCl at 0° C. and a 120 ml aqueous solution of sodium nitrite (12.4 g, 180 mmol, 1.5 eq) was added dropwise, maintaining the temperature under 5° C. The solution was neutralized with solid NaHCO3 and poured into a 600 ml aqueous solution of 36 g KCN and 23.8 g CuCN at 60° C. The solution was stirred for 30 min and cooled to RT. The product was extracted 3 times with EtOAc and the combined organic layers were washed with br... The reactants are C1CCOC1, COC(=O)Cc1cccc(-c2csc(-c3cc(C(F)(F)F)c(C#N)c(=O)n3Cc3ccc(F)cc3F)c2)c1, [Li+], [OH-], O, O. Product: N#Cc1c(C(F)(F)F)cc(-c2cc(-c3cccc(CC(=O)O)c3)cs2)n(Cc2ccc(F)cc2F)c1=O. Reaction SMILES: [CH2:39]1[O:40][CH2:41][CH2:42][CH2:43]1.[CH3:1][O:2][C:3]([CH2:4][c:5]1[cH:6][c:7](-[c:11]2[cH:12][s:13][c:14](-[c:16]3[n:17]([CH2:29][c:30]4[c:31]([F:37])[cH:32][c:33]([F:36])[cH:34][cH:35]4)[c:18](=[O:28])[c:19]([C:26]#[N:27])[c:20]([C:22]([F:23])([F:24])[F:25])[cH:21]3)[cH:15]2)[cH:8][cH:9][cH:10]1)=[O:38].[Li+:45].[OH-:44].[OH2:46].[OH2:47]>>[O:2]=[C:3]([CH2:4][c:5]1[cH:6][c:7](-[c:11]2[cH:12][s:13][c:14](-[c:16]3[n:17]([CH2:29][c:30]4[c:31]([F:37])[cH:32][c:33]([F:36])[cH:34][cH:35]4)[c:18](=[O:28])[c:19]([C:26]#[N:27])[c:20]([C:22]([F:23])([F:24])[F:25])[cH:21]3)[cH:15]2)[cH:8][cH:9][cH:10]1)[OH:38]. Starting materials: O=C1CCC(=O)N1Br, C1CCOC1, CCCCCn1c2nc[nH]c2c(=O)n2c(C)nnc12. The product is CCCCCn1c2nc(Br)[nH]c2c(=O)n2c(C)nnc12. RXN SMILES: [Br:20][N:21]1[C:22](=[O:23])[CH2:24][CH2:25][C:26]1=[O:27].[CH2:28]1[O:29][CH2:30][CH2:31][CH2:32]1.[CH3:1][c:2]1[n:3][n:4][c:5]2[n:6]1[c:7](=[O:19])[c:8]1[nH:9][cH:10][n:11][c:12]1[n:13]2[CH2:14][CH2:15][CH2:16][CH2:17][CH3:18]>>[CH3:1][c:2]1[n:3][n:4][c:5]2[n:6]1[c:7](=[O:19])[c:8]1[nH:9][c:10]([Br:20])[n:11][c:12]1[n:13]2[CH2:14][CH2:15][CH2:16][CH2:17][CH3:18]. The reactants are C1COC(CN2C(C=3C(C2=O)=CC=CC3)=O)(C(C)Br)O1 (1-phthalimido-3-bromo-2-butanone ethyleneketal), [N-]=[N+]=[N-].[Na+] (sodium azide). The solvent is CS(=O)C (dimethyl sulfoxide). The product is C1(C=2C(C(N1CC(C(C)N=[N+]=[N-])=O)=O)=CC=CC2)=O (1-phthalimido-3-azido-2-butanone), ethylene ketal. As a reaction SMILES: C1O[C:4]([CH:17](Br)[CH3:18])([CH2:5][N:6]2[C:10](=[O:11])[C:9]3=[CH:12][CH:13]=[CH:14][CH:15]=[C:8]3[C:7]2=[O:16])[O:3]C1.[N-:21]=[N+:22]=[N-:23].[Na+]>CS(C)=O>[C:10]1(=[O:11])[N:6]([CH2:5][C:4](=[O:3])[CH:17]([N:21]=[N+:22]=[N-:23])[CH3:18])[C:7](=[O:16])[C:8]2=[CH:15][CH:14]=[CH:13][CH:12]=[C:9]12 |f:1.2|. Reported procedure: In the manner given in example 3, 1-phthalimido-3-bromo-2-butanone ethyleneketal in dimethyl sulfoxide is heated with sodium azide to give 1-phthalimido-3-azido-2-butanone, ethylene ketal. RXN SMILES: [CH3:1][C@H]1OC(=O)C2C(O)=CC(O)=C(Cl)C=2CC(=O)C=CC=C[C@H]2O[C@H]2C1.CC1CCCC(C)(C)C=1/C=C/C(/C)=C\C=C\C(\C)=C\C(O)=O.[CH:48]1([N:54]=[C:55]=[N:56][CH:57]2[CH2:62][CH2:61][CH2:60]CC2)CCCCC1>O1CCCC1>[CH3:1][N:54]([C:55]1[CH:60]=[CH:61][CH:62]=[CH:57][N:56]=1)[CH3:48]. The product is CN(C)C1=NC=CC=C1 (dimethylaminopyridine), title compound. Procedure: Following a procedure similar to that described in Example 12, but using 277 mg of radicicol, 665 mg of trans-vitamin A acid (trans-retinoic acid), 10 ml of dry tetrahydrofuran, 470 mg of dicyclohexylcarbodiimide and a catalytic amount of dimethylaminopyridine, 388 mg of the title compound were obtained. The reactants are C1(CCCCC1)N=C=NC1CCCCC1 (dicyclohexylcarbodiimide), C[C@@H]1C[C@H]2[C@H](O2)/C=C\C=C\C(=O)CC3=C(C(=CC(=C3Cl)O)O)C(=O)O1 (radicicol), CC1=C(C(CCC1)(C)C)/C=C/C(=C\C=C\C(=C\C(=O)O)\C)/C (trans-vitamin A acid). The solvent is O1CCCC1 (tetrahydrofuran).